Dataset: the Open Reaction Database (ORD), a public repository of structured organic reaction records. Task: describe an organic reaction: reactants, conditions, products, and yield The reactants are FC1=C(C(=CC=C1)CC[N+](=O)[O-])C (1-Fluoro-2-methyl-3-(2-nitro-ethyl)-benzene), C(C1=CC=CC=C1)=O (benzaldehyde), C(C1=CC=CC=C1)=O (benzaldehyde). Reagents/catalysts: C(CCC)N (n-butylamine), C(C)(=O)O (acetic acid), C(CCC)N (n-butylamine), C(C)(=O)O (acetic acid). The solvent is C1(=CC=CC=C1)C (toluene). The product is FC1=C(C(=CC=C1)CC(=CC1=CC=CC=C1)[N+](=O)[O-])C (1-Fluoro-2-methyl-3-(2-nitro-3-phenyl-prop-2-en-1-yl)-benzene). Isolated yield 81.1%. Reaction SMILES: [F:1][C:2]1[CH:7]=[CH:6][CH:5]=[C:4]([CH2:8][CH2:9][N+:10]([O-:12])=[O:11])[C:3]=1[CH3:13].[CH:14](=O)[C:15]1[CH:20]=[CH:19][CH:18]=[CH:17][CH:16]=1>C1(C)C=CC=CC=1.C(N)CCC.C(O)(=O)C>[F:1][C:2]1[CH:7]=[CH:6][CH:5]=[C:4]([CH2:8][C:9]([N+:10]([O-:12])=[O:11])=[CH:14][C:15]2[CH:20]=[CH:19][CH:18]=[CH:17][CH:16]=2)[C:3]=1[CH3:13]. Reported procedure: The compound of step 2 (17.951 g, 98 mmol), benzaldehyde (10.43 ml, 102.90 mmol), n-butylamine (0.49 ml, 4.90 mmol) and acetic acid (0.28 ml, 4.90 mmol) in 49 ml of toluene were heated at 180° C. in a Dean-Stark apparatus for 6 h. After cooling to room temperature, the mixture was evaporated to dryness under reduced pressure. The residue was taken up in 49 ml of toluene, benzaldehyde (10.43 ml, 102.90 mmol), n-butylamine (0.49 ml, 4.90 mmol) and acetic acid (0.28 ml, 4.90 mmol) were added, and t... The reactants are C24H24N6O2S, CN1C(=NC2=C1C=CC(=C2)S(=O)(=O)N2CCC1=CC=CC=C21)CNC2=CC=C(C=C2)C#N (1-methyl-2-[N-(4-cyanophenyl)-aminomethyl]-5-(2.3-dihydroindol-1-yl-sulphonyl)-benzimidazole), Cl (hydrochloric acid), C([O-])([O-])=O.[NH4+].[NH4+] (ammonium carbonate). Solvent: C(C)O (ethanol). Yields the product Cl.CN1C(=NC2=C1C=CC(=C2)S(=O)(=O)N2CCC1=CC=CC=C21)CNC2=CC=C(C=C2)C(N)=N (1-Methyl-2-[N-(4-amidinophenyl)-aminomethyl]-5-(2.3-dihydroindol-1-yl-sulphonyl)-benzimidazole-hydrochloride). The yield is 15.0%. Reaction SMILES: [CH3:1][N:2]1[C:6]2[CH:7]=[CH:8][C:9]([S:11]([N:14]3[C:22]4[C:17](=[CH:18][CH:19]=[CH:20][CH:21]=4)[CH2:16][CH2:15]3)(=[O:13])=[O:12])=[CH:10][C:5]=2[N:4]=[C:3]1[CH2:23][NH:24][C:25]1[CH:30]=[CH:29][C:28]([C:31]#[N:32])=[CH:27][CH:26]=1.[ClH:33].C(=O)([O-])[O-].[NH4+:38].[NH4+]>C(O)C>[ClH:33].[CH3:1][N:2]1[C:6]2[CH:7]=[CH:8][C:9]([S:11]([N:14]3[C:22]4[C:17](=[CH:18][CH:19]=[CH:20][CH:21]=4)[CH2:16][CH2:15]3)(=[O:12])=[O:13])=[CH:10][C:5]=2[N:4]=[C:3]1[CH2:23][NH:24][C:25]1[CH:26]=[CH:27][C:28]([C:31](=[NH:38])[NH2:32])=[CH:29][CH:30]=1 |f:2.3.4,6.7|. Procedure details: Prepared analogously to Example 25d from 1-methyl-2-[N-(4-cyanophenyl)-aminomethyl]-5-(2.3-dihydroindol-1-yl-sulphonyl)-benzimidazole and ethanolic hydrochloric acid, ethanol and ammonium carbonate. Yield: 15% of theory, Rf value: 0.36 (silica gel; dichloromethane/methanol=4:1) C24H24N6O2S (460.6) EKA mass spectrum: (M+H)+ =461